This data is from the Open Reaction Database (ORD), a public repository of structured organic reaction records. The task is: describe an organic reaction: reactants, conditions, products, and yield Reactants: CCN=C=NCCCN(C)C, CN(c1ccccc1C(F)(F)F)C1CCNCC1, CCN(C(C)C)C(C)C, Cl, Cl, CN(C)C=O, O, On1nnc2ccccc21, O=C(O)CNC(=O)c1ccc(Nc2ccccc2)cc1. The product is CN(c1ccccc1C(F)(F)F)C1CCN(C(=O)CNC(=O)c2ccc(Nc3ccccc3)cc2)CC1. Reaction SMILES: [CH3:40][CH2:41][N:42]=[C:43]=[N:44][CH2:45][CH2:46][CH2:47][N:48]([CH3:49])[CH3:50].[CH3:53][N:54]([c:55]1[c:56]([C:61]([F:62])([F:63])[F:64])[cH:57][cH:58][cH:59][cH:60]1)[CH:65]1[CH2:66][CH2:67][NH:68][CH2:69][CH2:70]1.[CH:21]([N:22]([CH2:23][CH3:24])[CH:25]([CH3:26])[CH3:27])([CH3:28])[CH3:29].[ClH:51].[ClH:52].[O:71]=[CH:72][N:73]([CH3:74])[CH3:75].[OH2:76].[OH:30][n:31]1[c:32]2[c:33]([cH:34][cH:35][cH:36][cH:37]2)[n:38][n:39]1.[c:1]1([NH:7][c:8]2[cH:9][cH:10][c:11]([C:12](=[O:13])[NH:14][CH2:15][C:16](=[O:17])[OH:18])[cH:19][cH:20]2)[cH:2][cH:3][cH:4][cH:5][cH:6]1>>[c:1]1([NH:7][c:8]2[cH:9][cH:10][c:11]([C:12](=[O:13])[NH:14][CH2:15][C:16](=[O:18])[N:68]3[CH2:67][CH2:66][CH:65]([N:54]([CH3:53])[c:55]4[c:56]([C:61]([F:62])([F:63])[F:64])[cH:57][cH:58][cH:59][cH:60]4)[CH2:70][CH2:69]3)[cH:19][cH:20]2)[cH:2][cH:3][cH:4][cH:5][cH:6]1.